Dataset: the Open Reaction Database (ORD), a public repository of structured organic reaction records. Task: describe an organic reaction: reactants, conditions, products, and yield Starting materials: C(C)I (ethyl iodide), NC1=C(N=C2N1C=CC1=CC=CC=C21)C2=C(C=CC=C2)C (3-amino-2-(2-methylphenyl)imidazo[2,1-a]isoquinoline), NC1=C(N=C2N1C=CC1=C(C=CC=C21)Cl)C2=C(C=CC=C2)C (3-amino-7-chloro-2-(2-methylphenyl)imidazo[2,1-a]isoquinoline), NC1=C(N=C2N1C=CC1=C(C=CC=C21)Cl)C2=C(C=CC=C2)C (3-amino-7-chloro-2-(2-methylphenyl)imidazo[2,1-a]isoquinoline), C(C=C)Br (allyl bromide). The product is ClC1=C2C=CN3C(C2=CC=C1)=NC(=C3NCC)C3=C(C=CC=C3)C (7-chloro-3-ethylamino-2-(2-methylphenyl)imidazo[2,1-a]isoquinoline), ClC1=C2C=CN3C(C2=CC=C1)=NC(=C3N(CC)CC)C3=C(C=CC=C3)C (7-chloro-3-diethylamino-2-(2-methylphenyl)imidazo[2,1-a]isoquinoline). Reaction SMILES: [NH2:1][C:2]1[N:6]2[CH:7]=[CH:8][C:9]3[C:14]([C:5]2=[N:4][C:3]=1[C:16]1[CH:21]=[CH:20][CH:19]=[CH:18][C:17]=1[CH3:22])=[CH:13][CH:12]=[CH:11][C:10]=3[Cl:15].[CH2:23](I)[CH3:24].N[C:27]1N2C=CC3C(C2=N[C:28]=1C1C=CC=CC=1C)=CC=CC=3.[CH2:47](Br)[CH:48]=C>>[Cl:15][C:10]1[CH:11]=[CH:12][CH:13]=[C:14]2[C:9]=1[CH:8]=[CH:7][N:6]1[C:2]([NH:1][CH2:23][CH3:24])=[C:3]([C:16]3[CH:21]=[CH:20][CH:19]=[CH:18][C:17]=3[CH3:22])[N:4]=[C:5]12.[Cl:15][C:10]1[CH:11]=[CH:12][CH:13]=[C:14]2[C:9]=1[CH:8]=[CH:7][N:6]1[C:2]([N:1]([CH2:47][CH3:48])[CH2:27][CH3:28])=[C:3]([C:16]3[CH:21]=[CH:20][CH:19]=[CH:18][C:17]=3[CH3:22])[N:4]=[C:5]12. Procedure details: Example 10 was repeated except that 3-amino-7-chloro-2-(2-methylphenyl)imidazo[2,1-a]isoquinoline (Compound 5) and ethyl iodide were used in place of 3-amino-2-(2-methylphenyl)imidazo[2,1-a]isoquinoline and allyl bromide, which gave 7-chloro-3-ethylamino-2-(2-methylphenyl)imidazo[2,1-a]isoquinoline (Compound 159) as yellow needles and 7-chloro-3-diethylamino-2-(2-methylphenyl)imidazo[2,1-a]isoquinoline (Compound 199) as colorless needles. Starting materials: C(CC)NC1CCC2(OCCO2)CC1 (N-propyl-1,4-dioxaspiro[4.5]decan-8-amine), TEA, C(C1=CC=CC=C1)OC(=O)Cl (benzyloxycarbonyl chloride). Solvent: C1CCOC1 (THF). Reaction conditions: time 18 hour. Product: C(CC)N(C(OCC1=CC=CC=C1)=O)C1CCC2(OCCO2)CC1 (Benzyl propyl(1,4-dioxaspiro[4.5]decan-8-yl)carbamate). RXN SMILES: [CH2:1]([NH:4][CH:5]1[CH2:14][CH2:13][C:8]2([O:12][CH2:11][CH2:10][O:9]2)[CH2:7][CH2:6]1)[CH2:2][CH3:3].[CH2:15]([O:22][C:23](Cl)=[O:24])[C:16]1[CH:21]=[CH:20][CH:19]=[CH:18][CH:17]=1>C1COCC1>[CH2:1]([N:4]([CH:5]1[CH2:6][CH2:7][C:8]2([O:12][CH2:11][CH2:10][O:9]2)[CH2:13][CH2:14]1)[C:23](=[O:24])[O:22][CH2:15][C:16]1[CH:21]=[CH:20][CH:19]=[CH:18][CH:17]=1)[CH2:2][CH3:3]. Procedure: A solution of N-propyl-1,4-dioxaspiro[4.5]decan-8-amine (2.97 g, 14.9 mmol) from above step A in THF is treated with TEA (2.1, 14.9 mmol) and benzyloxycarbonyl chloride (2.1 mL, 14.9 mmol). The mixture was stirred for 18 h at room temperature. THF was removed under vacuum and the residue was taken EtOAc and washed with 10% citric acid, saturated NaHCO3, and saturated NaCl. The solution was dried over Na2SO4 and evaporated under vacuum. The residue was purified by silica column chromatography to ... Starting materials: C(=O)(OC(C)(C)C)N1CC(C1)=O (1-Boc-3-azetidinone), C[Mg]Cl (methylmagnesium chloride). The solvent is C1CCOC1 (THF). Reaction conditions: temperature 0 celsius, time 1 hour. Yields the product C(C)(C)(C)OC(=O)N1CC(C1)(C)O (3-hydroxy-3-methyl-azetidine-1-carboxylic acid tert-butyl ester). The yield is 98.6%. RXN SMILES: [C:1]([N:8]1[CH2:11][C:10](=[O:12])[CH2:9]1)([O:3][C:4]([CH3:7])([CH3:6])[CH3:5])=[O:2].[CH3:13][Mg]Cl>C1COCC1>[C:4]([O:3][C:1]([N:8]1[CH2:11][C:10]([OH:12])([CH3:13])[CH2:9]1)=[O:2])([CH3:7])([CH3:6])[CH3:5]. Reported procedure: In a dry round-bottomed flask, 1-Boc-3-azetidinone (0.70 g, 4.1 mmol) was dissolved in THF (20 mL). The solution was cooled to 0° C. and methylmagnesium chloride (3.0 M solution in THF, 2.0 mL, 6.0 mmol) was added dropwise. The reaction mixture was stirred at 0° C. for 1 h. The reaction mixture was quenched with 10 mL saturated NH4Cl, diluted with 5 mL water and extracted with 100 mL EtOAc (2×). The combined organic layers were washed with 10 mL water and 10 mL brine then combined, dried over so...